This data is from the Open Reaction Database (ORD), a public repository of structured organic reaction records. The task is: describe an organic reaction: reactants, conditions, products, and yield The reactants are NiCl2.6H2O, C(C)OC(C=C)=O (ethylacrylate), C(C)(C)(C)[Si](C)(C)O[C@H]1CCC[C@@]2([C@H](CCC[C@@H]12)[C@@H](CI)C)C ((1S,4aR,5R,8aR)-tert-Butyl[5-[(S)-2-iodo-1-methyl-ethyl]-4a-methyl-decahydronaphtalen-1-yloxy]-dimethylsilane). Conditions: time 8 hour. The product is starting material, C(C)OC(CCC[C@@H](C)[C@H]1CCC[C@H]2[C@H](CCC[C@]12C)O[Si](C)(C)C(C)(C)C)=O ((R)-5-[(1R,4aR,5S,8aR)-5-(tert-Butyl-dimethyl-silanyloxy)-8a-methyl-decahydro-naphtalen-1-yl)-hexanoic acid ethyl ester). Reagents/catalysts: [Zn] (Zn). Procedure details: To 342.5 mg (5.24 mMol) of Zn powder are added 1.57 ml of tetrahydrofuran/pyridine 2/1. The reaction mixture is stirred under Argon, 247.2 mg (1.04 mMol) of NiCl2.6H2O and then 472.2 mg (4.72 mMol) of ethylacrylate are added. The reaction mixture is heated at 65° for 30 minutes, cooled to room temperature and 947 mg (2.10 mMol) of (1S,4aR,5R,8aR)-tert-Butyl[5-[(S)-2-iodo-1-methyl-ethyl]-4a-methyl-decahydronaphtalen-1-yloxy]-dimethylsilane dissolved in 1.57 ml of tetrahydrofuran pyridine 1/2 are ... The solvent is N1=CC=CC=C1.O1CCCC1 (tetrahydrofuran pyridine), O1CCCC1.N1=CC=CC=C1 (tetrahydrofuran pyridine). RXN SMILES: [CH2:1]([O:3][C:4](=[O:7])[CH:5]=[CH2:6])[CH3:2].[C:8]([Si:12]([O:15][C@@H:16]1[C@H:25]2[C@@:20]([CH3:30])([C@@H:21]([C@H:26]([CH3:29])[CH2:27]I)[CH2:22][CH2:23][CH2:24]2)[CH2:19][CH2:18][CH2:17]1)([CH3:14])[CH3:13])([CH3:11])([CH3:10])[CH3:9]>N1C=CC=CC=1.O1CCCC1.[Zn]>[CH2:1]([O:3][C:4](=[O:7])[CH2:5][CH2:6][CH2:29][C@H:26]([C@@H:21]1[C@:20]2([CH3:30])[C@H:25]([C@@H:16]([O:15][Si:12]([C:8]([CH3:10])([CH3:9])[CH3:11])([CH3:14])[CH3:13])[CH2:17][CH2:18][CH2:19]2)[CH2:24][CH2:23][CH2:22]1)[CH3:27])[CH3:2] |f:2.3|. The yield is 43.7%. Starting materials: [N+](=O)([O-])C1=CC2=C(N=C(S2)S(=O)(=O)N)C=C1 (6-nitrobenzothiazole-2-sulfonamide), [H][H] (hydrogen). Reagents/catalysts: [Pd] (Pd on carbon). Run in C(C)O (ethanol). The product is NC1=CC2=C(N=C(S2)S(=O)(=O)N)C=C1 (6-aminobenzothiazole-2-sulfonamide). The yield is 87.2%. RXN SMILES: [N+:1]([C:4]1[CH:16]=[CH:15][C:7]2[N:8]=[C:9]([S:11]([NH2:14])(=[O:13])=[O:12])[S:10][C:6]=2[CH:5]=1)([O-])=O.[H][H]>[Pd].C(O)C>[NH2:1][C:4]1[CH:16]=[CH:15][C:7]2[N:8]=[C:9]([S:11]([NH2:14])(=[O:13])=[O:12])[S:10][C:6]=2[CH:5]=1. Procedure: A mixture of 6-nitrobenzothiazole-2-sulfonamide (3.0 g, 0.011 mol), 95% ethanol (290 ml), and 10% Pd on carbon (3.0 g) was hydrogenated at an initial pressure of 50 psig for 36 hours during which time the theoretical amount of hydrogen was consumed. The reduction mixture was vacuum filtered through a pad of Celite contained in a Buchner funnel and the volatiles removed under reduced pressure. The resulting product was purified by dissolving in aqueous 10% sodium carbonate (25 ml), filtering and ... Reactants: ClC1=CC=C(C=C1)C(C(=O)OC)(CC)N1N=CC2=C(C=CC=C12)NS(=O)(=O)C (methyl 2-(4-chlorophenyl)-2-(4-(methylsulfonamido)-1H-indazol-1-yl)butanoate), [H-].[Na+] (NaH), ClCOCC[Si](C)(C)C ((2-(chloromethoxy)ethyl)trimethylsilane). Solvent: C1CCOC1 (THF). Conditions: time 2 hour. Yields the product ClC1=CC=C(C=C1)C(C(=O)OC)(CC)N1N=CC2=C(C=CC=C12)N(S(=O)(=O)C)COCC[Si](C)(C)C (methyl 2-(4-chlorophenyl)-2-(4-(N-((2-(trimethylsilyl)ethoxy)methyl)methyl sulfon amido)-1H-indazol-1-yl)butanoate). As a reaction SMILES: [Cl:1][C:2]1[CH:7]=[CH:6][C:5]([C:8]([N:15]2[C:23]3[C:18](=[C:19]([NH:24][S:25]([CH3:28])(=[O:27])=[O:26])[CH:20]=[CH:21][CH:22]=3)[CH:17]=[N:16]2)([CH2:13][CH3:14])[C:9]([O:11][CH3:12])=[O:10])=[CH:4][CH:3]=1.[H-].[Na+].Cl[CH2:32][O:33][CH2:34][CH2:35][Si:36]([CH3:39])([CH3:38])[CH3:37]>C1COCC1>[Cl:1][C:2]1[CH:7]=[CH:6][C:5]([C:8]([N:15]2[C:23]3[C:18](=[C:19]([N:24]([CH2:32][O:33][CH2:34][CH2:35][Si:36]([CH3:39])([CH3:38])[CH3:37])[S:25]([CH3:28])(=[O:27])=[O:26])[CH:20]=[CH:21][CH:22]=3)[CH:17]=[N:16]2)([CH2:13][CH3:14])[C:9]([O:11][CH3:12])=[O:10])=[CH:4][CH:3]=1 |f:1.2|. Procedure: A solution of methyl 2-(4-chlorophenyl)-2-(4-(methylsulfonamido)-1H-indazol-1-yl)butanoate (500 mg, 1.19 mmol) in dry THF (8 mL) was treated by NaH (95 mg, 2.38 mmol, 60% in oil) at 0° C. for 30 min, then was added (2-(chloromethoxy)ethyl)trimethylsilane (295 mg, 1.78 mmol) dropwise. The mixture was stirred at room temperature for 2 h. The solution was quenched with saturated NH4Cl solution, and extracted with ethyl acetate (30 mL). The organic layer was washed with brine, dried over dry sodium ... The reactants are CC(=O)Nc1ccccc1Oc1ccccc1, CN(C)C=O, ClCc1ccccc1Cl, [H-], [Na+]. Product: CC(=O)N(Cc1ccccc1Cl)c1ccccc1Oc1ccccc1. Reaction SMILES: [C:3]([CH3:4])(=[O:5])[NH:6][c:7]1[c:8]([O:13][c:14]2[cH:15][cH:16][cH:17][cH:18][cH:19]2)[cH:9][cH:10][cH:11][cH:12]1.[CH3:29][N:30]([CH3:31])[CH:32]=[O:33].[Cl:20][c:21]1[c:22]([CH2:23][Cl:24])[cH:25][cH:26][cH:27][cH:28]1.[H-:1].[Na+:2]>>[C:3]([CH3:4])(=[O:5])[N:6]([c:7]1[c:8]([O:13][c:14]2[cH:15][cH:16][cH:17][cH:18][cH:19]2)[cH:9][cH:10][cH:11][cH:12]1)[CH2:23][c:22]1[c:21]([Cl:20])[cH:28][cH:27][cH:26][cH:25]1. Reactants: C[Sn](C1=CC=C(S1)S(=O)(=O)OC1=CC=CC=C1)(C)C (phenyl 5-(trimethylstannanyl)-2-thiophenesulfonate), BrC1=NC(=CC=C1)C (2-bromo-6-methylpyridine). Reagents/catalysts: Cl[Pd]([P](C1=CC=CC=C1)(C2=CC=CC=C2)C3=CC=CC=C3)([P](C4=CC=CC=C4)(C5=CC=CC=C5)C6=CC=CC=C6)Cl (dichlorobis(triphenylphosphine)palladium). The solvent is O (water), CN1C(CCC1)=O (1-methyl-2-pyrrolidinone). Reaction conditions: temperature 90 celsius. Product: CC1=CC=CC(=N1)C1=CC=C(S1)S(=O)(=O)OC1=CC=CC=C1 (Phenyl 5-(6-methyl-2-pyridinyl)-2-thiophenesulfonate). As a reaction SMILES: C[Sn](C)(C)[C:3]1[S:7][C:6]([S:8]([O:11][C:12]2[CH:17]=[CH:16][CH:15]=[CH:14][CH:13]=2)(=[O:10])=[O:9])=[CH:5][CH:4]=1.Br[C:21]1[CH:26]=[CH:25][CH:24]=[C:23]([CH3:27])[N:22]=1>CN1CCCC1=O.O.Cl[Pd](Cl)([P](C1C=CC=CC=1)(C1C=CC=CC=1)C1C=CC=CC=1)[P](C1C=CC=CC=1)(C1C=CC=CC=1)C1C=CC=CC=1>[CH3:27][C:23]1[N:22]=[C:21]([C:3]2[S:7][C:6]([S:8]([O:11][C:12]3[CH:17]=[CH:16][CH:15]=[CH:14][CH:13]=3)(=[O:10])=[O:9])=[CH:5][CH:4]=2)[CH:26]=[CH:25][CH:24]=1 |^1:38,57|. Reported procedure: A mixture of phenyl 5-(trimethylstannanyl)-2-thiophenesulfonate (1.3 g, 3.2 mmol) (WO 9827069), 2-bromo-6-methylpyridine (550 mg, 3.2 mmol) and dichlorobis(triphenylphosphine)palladium (II) (100 mg) in 1-methyl-2-pyrrolidinone (10 ml) was heated at 90° C. under argon for 4 hours. After cooling to room temperature the mixture was diluted with water and extracted with ethyl acetate. The organic phase was washed with water, brine, dried over anhydrous magnesium sulfate and concentrated in vacuo. Th...